From a dataset of the Open Reaction Database (ORD), a public repository of structured organic reaction records. describe an organic reaction: reactants, conditions, products, and yield Reactants: [H-].[Na+] (sodium hydride), O1C(OCC1)C1=CC=C(C=C1)C=CC1(OC1)C(C)(C)C (2-{2-[4-(1,3-dioxolan-2-yl)-phenyl]-ethenyl}-2-tert.-butyl-oxirane), N1N=N[C-]=C1.[Na+] (sodium triazolide), N1N=CN=C1 (1,2,4-triazole). Run in CN(C=O)C (dimethylformamide), CN(C=O)C (dimethylformamide). Conditions: temperature 80 celsius, time 4 hour. Yields the product CC(C(CN1N=CN=C1)(O)C=CC1=CC=C(C=C1)C1OCCO1)(C)C (3,3-dimethyl-2-{2-[4-(1,3-dioxolan-2-yl)-phenyl]-ethenyl}-1-(1,2,4-triazol-1-yl)-2-butanol). Yield: 24.3%. RXN SMILES: [O:1]1[CH2:5][CH2:4][O:3][CH:2]1[C:6]1[CH:11]=[CH:10][C:9]([CH:12]=[CH:13][C:14]2([C:17]([CH3:20])([CH3:19])[CH3:18])[CH2:16][O:15]2)=[CH:8][CH:7]=1.N1C=[C-]N=N1.[Na+].[NH:27]1[CH:31]=[N:30][CH:29]=[N:28]1.[H-].[Na+]>CN(C)C=O>[CH3:18][C:17]([CH3:20])([CH3:19])[C:14]([CH:13]=[CH:12][C:9]1[CH:10]=[CH:11][C:6]([CH:2]2[O:3][CH2:4][CH2:5][O:1]2)=[CH:7][CH:8]=1)([OH:15])[CH2:16][N:27]1[CH:31]=[N:30][CH:29]=[N:28]1 |f:1.2,4.5|. Procedure: 25.6 g (0.093 mol) of 2-{2-[4-(1,3-dioxolan-2-yl)-phenyl]-ethenyl}-2-tert.-butyl-oxirane in 47 ml of absolute dimethylformamide are added dropwise, at room temperature, to a solution of sodium triazolide, prepared by slowly introducing 12.9 g (0.187 mol) of 1,2,4-triazole into a suspension of 5.6 g (0.187 mol) of sodium hydride (80% strength in paraffin oil) in 187 ml of absolute dimethylformamide. The reaction mixture is stirred at 80° C. for 4 hours and left to stand overnight at room temperat... As a reaction SMILES: C[O:2][CH:3](OC)[CH2:4][CH2:5][N:6]1[CH:11]=[C:10]([C:12]2[C:13]([F:19])=[N:14][C:15]([CH3:18])=[CH:16][CH:17]=2)[C:9](=[O:20])[NH:8][C:7]1=[O:21]>C1COCC1>[F:19][C:13]1[C:12]([C:10]2[C:9](=[O:20])[NH:8][C:7](=[O:21])[N:6]([CH2:5][CH2:4][CH:3]=[O:2])[CH:11]=2)=[CH:17][CH:16]=[C:15]([CH3:18])[N:14]=1. Product: FC1=NC(=CC=C1C=1C(NC(N(C1)CCC=O)=O)=O)C (3-[5-(2-Fluoro-6-methyl-pyridin-3-yl)-2,4-dioxo-3,4-dihydro-2H-pyrimidin-1-yl]-propionaldehyde). Run at temperature 40 celsius, time 1 hour. Procedure: 1-(3,3-Dimethoxy-propyl)-5-(2-fluoro-6-methyl-pyridin-3-yl)-1H-pyrimidine-2,4-dione (Prep16, 150 mg, 0.46 mmol) was dissolved in THF (4 ml) and then 1N HClaq (0.46 ml) was added. The solution was stirred at 40° C. for 1 hour. TEA (65 μl, 0.47 mmol) was added and the solvent was removed in vacuum at room temperature. Residue was freeze dried to give a white powder that was used in the next step without further purification (quantitative yield). Starting materials: COC(CCN1C(NC(C(=C1)C=1C(=NC(=CC1)C)F)=O)=O)OC (1-(3,3-Dimethoxy-propyl)-5-(2-fluoro-6-methyl-pyridin-3-yl)-1H-pyrimidine-2,4-dione), TEA. Run in C1CCOC1 (THF). Reactants: N1N=CC=C1 (pyrazole), ClC=1N=C(C2=C(N1)SC(=C2)C)NCC2=CC=C(C=C2)F (2-chloro-6-methyl-4-(4-fluorobenzylamino)-thieno-[2,3-d]-pyrimidine). RXN SMILES: [NH:1]1[CH:5]=[CH:4][CH:3]=[N:2]1.Cl[C:7]1[N:8]=[C:9]([NH:17][CH2:18][C:19]2[CH:24]=[CH:23][C:22]([F:25])=[CH:21][CH:20]=2)[C:10]2[CH:15]=[C:14]([CH3:16])[S:13][C:11]=2[N:12]=1>>[N:1]1([C:7]2[N:8]=[C:9]([NH:17][CH2:18][C:19]3[CH:24]=[CH:23][C:22]([F:25])=[CH:21][CH:20]=3)[C:10]3[CH:15]=[C:14]([CH3:16])[S:13][C:11]=3[N:12]=2)[CH:5]=[CH:4][CH:3]=[N:2]1. Procedure: Following the procedure of Example 97, the reaction of pyrazole with 2-chloro-6-methyl-4-(4-fluorobenzylamino)-thieno-[2,3-d]-pyrimidine gives 2-(pyrazol-1-yl)-6-methyl-4-(4-fluorobenzylamino)-thieno-[2,3-d]-pyrimidine. Product: N1(N=CC=C1)C=1N=C(C2=C(N1)SC(=C2)C)NCC2=CC=C(C=C2)F (2-(pyrazol-1-yl)-6-methyl-4-(4-fluorobenzylamino)-thieno-[2,3-d]-pyrimidine). Starting materials: O=CO, O=[N+]([O-])c1cccnc1SCl, NCCS. Yields the product NCCSc1ncccc1[N+](=O)[O-]. Reaction SMILES: [CH:16]([OH:17])=[O:18].[N+:1](=[O:2])([O-:3])[c:4]1[c:5]([S:10][Cl:11])[n:6][cH:7][cH:8][cH:9]1.[NH2:12][CH2:13][CH2:14][SH:15]>>[N+:1](=[O:2])([O-:3])[c:4]1[c:5]([S:10][CH2:14][CH2:13][NH2:12])[n:6][cH:7][cH:8][cH:9]1.